The task is: describe an organic reaction: reactants, conditions, products, and yield. This data is from the Open Reaction Database (ORD), a public repository of structured organic reaction records. The product is C1(=CC=CC2=CC=CC=C12)OCCCN1C(=C(C2=CC=CC=C12)N1CCCCC1)C(=O)OCC (ethyl 1-(3-(naphthalen-1-yloxy)propyl)-3-(piperidin-1-yl)-1H-indole-2-carboxylate). Starting materials: BrC1=C(N(C2=CC=CC=C12)CCCOC1=CC=CC2=CC=CC=C12)C(=O)OCC (ethyl 3-bromo-1-(3-(naphthalen-1-yloxy)propyl)-1H-indole-2-carboxylate), N1CCCCC1 (piperidine), C1(=CC=CC=C1)P(C1=C(C2=CC=CC=C2C=C1)C1=C(C=CC2=CC=CC=C12)P(C1=CC=CC=C1)C1=CC=CC=C1)C1=CC=CC=C1 (2,2′-bis(diphenylphosphino)-1,1′-binaphthyl), C(=O)([O-])[O-].[Cs+].[Cs+] (Cs2CO3). Reagents/catalysts: C=1C=CC(=CC1)/C=C/C(=O)/C=C/C2=CC=CC=C2.C=1C=CC(=CC1)/C=C/C(=O)/C=C/C2=CC=CC=C2.C=1C=CC(=CC1)/C=C/C(=O)/C=C/C2=CC=CC=C2.[Pd].[Pd] (tris(dibenzylideneacetone)dipalladium(0)). RXN SMILES: Br[C:2]1[C:10]2[C:5](=[CH:6][CH:7]=[CH:8][CH:9]=2)[N:4]([CH2:11][CH2:12][CH2:13][O:14][C:15]2[C:24]3[C:19](=[CH:20][CH:21]=[CH:22][CH:23]=3)[CH:18]=[CH:17][CH:16]=2)[C:3]=1[C:25]([O:27][CH2:28][CH3:29])=[O:26].[NH:30]1[CH2:35][CH2:34][CH2:33][CH2:32][CH2:31]1.C1(P(C2C=CC=CC=2)C2C=CC3C(=CC=CC=3)C=2C2C3C(=CC=CC=3)C=CC=2P(C2C=CC=CC=2)C2C=CC=CC=2)C=CC=CC=1.C([O-])([O-])=O.[Cs+].[Cs+]>C1(C)C=CC=CC=1.C(OCC)(=O)C.C1C=CC(/C=C/C(/C=C/C2C=CC=CC=2)=O)=CC=1.C1C=CC(/C=C/C(/C=C/C2C=CC=CC=2)=O)=CC=1.C1C=CC(/C=C/C(/C=C/C2C=CC=CC=2)=O)=CC=1.[Pd].[Pd]>[C:15]1([O:14][CH2:13][CH2:12][CH2:11][N:4]2[C:5]3[C:10](=[CH:9][CH:8]=[CH:7][CH:6]=3)[C:2]([N:30]3[CH2:35][CH2:34][CH2:33][CH2:32][CH2:31]3)=[C:3]2[C:25]([O:27][CH2:28][CH3:29])=[O:26])[C:24]2[C:19](=[CH:20][CH:21]=[CH:22][CH:23]=2)[CH:18]=[CH:17][CH:16]=1 |f:3.4.5,8.9.10.11.12|. Reported procedure: A mixture of EXAMPLE 31C (100 mg), piperidine (57 mg), tris(dibenzylideneacetone)dipalladium(0) (20 mg), 2,2′-bis(diphenylphosphino)-1,1′-binaphthyl (26 mg) and Cs2CO3 (216 mg) in toluene (2 mL) was heated at 100° C. for 48 hours. The mixture was diluted with ethyl acetate and was washed with water and brine. The organic phase was dried (Na2SO4) filtered, and concentrated. The concentrate was purified by flash chromatography on silica gel with 0-10% ethyl acetate/hexanes. Run in C1(=CC=CC=C1)C (toluene), C(C)(=O)OCC (ethyl acetate). Reactants: OC=1C=CC2=C(N(C(=N2)COC=2C=C(C(=O)OC)C=CC2)C)C1 (methyl 3-[(6-hydroxy-1-methyl-1H-benzimidazol-2-yl)methoxy]benzoate), C([O-])([O-])=O.[Cs+].[Cs+] (cesium carbonate), BrC=1C=C(C(=NC1)F)C (5-bromo-2-fluoro-3-methylpyridine), N1=CC=CC2=CC=C3C=CC=NC3=C12 (1,10-phenanthroline). The reagents and catalysts are [Cu](I)I (copper iodide). The solvent is CN(C)C=O (DMF). Yields the product BrC=1C=C(C(=NC1)OC=1C=CC2=C(N(C(=N2)COC=2C=C(C(=O)OC)C=CC2)C)C1)C (Methyl 3-({6-[(5-bromo-3-methylpyridin-2-yl)oxy]-1-methyl-1H-benzimidazol-2-yl}methoxy)benzoate). Isolated yield 13.5%. RXN SMILES: [OH:1][C:2]1[CH:3]=[CH:4][C:5]2[N:9]=[C:8]([CH2:10][O:11][C:12]3[CH:13]=[C:14]([CH:19]=[CH:20][CH:21]=3)[C:15]([O:17][CH3:18])=[O:16])[N:7]([CH3:22])[C:6]=2[CH:23]=1.[Br:24][C:25]1[CH:26]=[C:27]([CH3:32])[C:28](F)=[N:29][CH:30]=1.N1C2C(=CC=C3C=2N=CC=C3)C=CC=1.C(=O)([O-])[O-].[Cs+].[Cs+]>[Cu](I)I.CN(C=O)C>[Br:24][C:25]1[CH:26]=[C:27]([CH3:32])[C:28]([O:1][C:2]2[CH:3]=[CH:4][C:5]3[N:9]=[C:8]([CH2:10][O:11][C:12]4[CH:13]=[C:14]([CH:19]=[CH:20][CH:21]=4)[C:15]([O:17][CH3:18])=[O:16])[N:7]([CH3:22])[C:6]=3[CH:23]=2)=[N:29][CH:30]=1 |f:3.4.5|. Procedure: The reaction and post-treatment were carried out according to Example (1f) using methyl 3-[(6-hydroxy-1-methyl-1H-benzimidazol-2-yl)methoxy]benzoate produced in Example (1e) (3.12 g, 10.0 mmol), 5-bromo-2-fluoro-3-methylpyridine (2.09 g, 11.0 mmol), copper iodide (0.19 g, 1.00 mmol), 1,10-phenanthroline (0.18 g, 1.00 mmol), cesium carbonate (9.77 g, 30.0 mmol) and DMF (50 mL) to obtain the title compound (0.65 g, 14%) as a white solid. Run in CC(=O)C (acetone). Yield: 51.0%. As a reaction SMILES: [CH3:1][C:2]1[CH:7]=[CH:6][C:5]([NH:8][C:9]2[S:10][CH:11]=[CH:12][N:13]=2)=[CH:4][C:3]=1[OH:14].C([O-])([O-])=O.[Cs+].[Cs+].Br[CH2:22][C:23]1[S:24][CH:25]=[CH:26][N:27]=1>CC(C)=O>[CH3:1][C:2]1[CH:7]=[CH:6][C:5]([NH:8][C:9]2[S:10][CH:11]=[CH:12][N:13]=2)=[CH:4][C:3]=1[O:14][CH2:22][C:23]1[S:24][CH:25]=[CH:26][N:27]=1 |f:1.2.3|. Reported procedure: Following the general procedure for O-alkylation, Method B, a mixture of 2-methyl-5-(thiazol-2-ylamino)phenol (158 mg, 0.48 mmol) and Cs2CO3 (158 mg, 0.48 mmol) in acetone (4.4 mL) was treated with 2-bromomethylthiazole (86 mg, 0.48 mmol) at RT. Reaction control by TLC showed full conversion after 2.5 h. The title compound was obtained after purification by flash chromatography on silica gel (hexane:EtOAc 4/6) in 51% yield (75 mg). Starting materials: CC1=C(C=C(C=C1)NC=1SC=CN1)O (2-methyl-5-(thiazol-2-ylamino)phenol), C(=O)([O-])[O-].[Cs+].[Cs+] (Cs2CO3), BrCC=1SC=CN1 (2-bromomethylthiazole). Yields the product CC1=C(C=C(C=C1)NC=1SC=CN1)OCC=1SC=CN1 (N-(4-Methyl-3-(thiazol-2-ylmethoxy)phenyl)thiazol-2-amine). The reactants are C, COC(=O)c1nc(N(C)C)ccc1OCc1ccccc1, CCOC(C)=O, [Pd]. The product is COC(=O)c1nc(N(C)C)ccc1O. RXN SMILES: [C:22].[CH2:1]([c:2]1[cH:3][cH:4][cH:5][cH:6][cH:7]1)[O:8][c:9]1[c:10]([C:18](=[O:19])[O:20][CH3:21])[n:11][c:12]([N:15]([CH3:16])[CH3:17])[cH:13][cH:14]1.[CH3:24][CH2:25][O:26][C:27](=[O:28])[CH3:29].[Pd:23]>>[OH:8][c:9]1[c:10]([C:18](=[O:19])[O:20][CH3:21])[n:11][c:12]([N:15]([CH3:16])[CH3:17])[cH:13][cH:14]1. The reactants are Cc1ccccc1, Cc1c(CC(N)=NO)ccc2ccccc12, O=S(Cl)Cl. Yields the product Cc1c(CC2=NOS(=O)N2)ccc2ccccc12. As a reaction SMILES: [CH3:21][c:22]1[cH:23][cH:24][cH:25][cH:26][cH:27]1.[OH:1][N:2]=[C:3]([CH2:4][c:5]1[c:6]([CH3:15])[c:7]2[cH:8][cH:9][cH:10][cH:11][c:12]2[cH:13][cH:14]1)[NH2:16].[S:17](=[O:18])([Cl:19])[Cl:20]>>[O:1]1[N:2]=[C:3]([CH2:4][c:5]2[c:6]([CH3:15])[c:7]3[cH:8][cH:9][cH:10][cH:11][c:12]3[cH:13][cH:14]2)[NH:16][S:17]1=[O:18]. Reactants: CS(=O)(=O)Cl, Nc1ccc(OCCBr)c(Cl)c1, c1ccncc1. Product: CS(=O)(=O)Nc1ccc(OCCBr)c(Cl)c1. RXN SMILES: [CH3:13][S:14]([Cl:15])(=[O:16])=[O:17].[NH2:1][c:2]1[cH:3][c:4]([Cl:12])[c:5]([O:6][CH2:7][CH2:8][Br:9])[cH:10][cH:11]1.[cH:18]1[cH:19][cH:20][n:21][cH:22][cH:23]1>>[NH:1]([c:2]1[cH:3][c:4]([Cl:12])[c:5]([O:6][CH2:7][CH2:8][Br:9])[cH:10][cH:11]1)[S:14]([CH3:13])(=[O:16])=[O:17]. Reactants: COC(CC1=CC(=C(C=C1)OS(=O)(=O)C(F)(F)F)Cl)=O ((3-chloro-4-trifluoromethanesulfonyloxy-phenyl)-acetic acid methyl ester), C(=O)(O)[O-].[Na+] (NaHCO3), CN(C)C=O (DMF). Reagents/catalysts: [C-]#N.[Zn+2].[C-]#N (zinc cyanide), [Pd].C1(=CC=CC=C1)P(C1=CC=CC=C1)C1=CC=CC=C1.C1(=CC=CC=C1)P(C1=CC=CC=C1)C1=CC=CC=C1.C1(=CC=CC=C1)P(C1=CC=CC=C1)C1=CC=CC=C1.C1(=CC=CC=C1)P(C1=CC=CC=C1)C1=CC=CC=C1 (tetrakis(triphenylphosphine) palladium). Run in CCOC(=O)C (EtOAc). Run at temperature 80 celsius, time 34 hour. Yields the product COC(CC1=CC(=C(C=C1)C#N)Cl)=O ((3-chloro-4-cyano-phenyl)acetic acid methyl ester). Reaction SMILES: [CH3:1][O:2][C:3](=[O:20])[CH2:4][C:5]1[CH:10]=[CH:9][C:8](OS(C(F)(F)F)(=O)=O)=[C:7]([Cl:19])[CH:6]=1.C([O-])(O)=O.[Na+].[CH3:26][N:27](C=O)C>CCOC(C)=O.[C-]#N.[Zn+2].[C-]#N.[Pd].C1(P(C2C=CC=CC=2)C2C=CC=CC=2)C=CC=CC=1.C1(P(C2C=CC=CC=2)C2C=CC=CC=2)C=CC=CC=1.C1(P(C2C=CC=CC=2)C2C=CC=CC=2)C=CC=CC=1.C1(P(C2C=CC=CC=2)C2C=CC=CC=2)C=CC=CC=1>[CH3:1][O:2][C:3](=[O:20])[CH2:4][C:5]1[CH:10]=[CH:9][C:8]([C:26]#[N:27])=[C:7]([Cl:19])[CH:6]=1 |f:1.2,5.6.7,8.9.10.11.12|. Reported procedure: A solution of (3-chloro-4-trifluoromethanesulfonyloxy-phenyl)-acetic acid methyl ester 12 (24.5 g, 73.6 mmol) in dry DMF (45 mL) is combined with zinc cyanide (8.91 g, 75.9 mmol) and tetrakis(triphenylphosphine) palladium (8.50 g, 7.4 mmol). The mixture is stirred for 34 hours at 80° C., then cooled to room temperature, diluted with EtOAc (150 mL) and poured into a saturated NaHCO3 solution (150 mL). A white precipitate is removed by vacuum filtration. The organic layer of the filtrate is separa... The reactants are C1=CC(=CC=C1O)C (p-cresol), C(C1=CC=CC=C1)(=O)Cl (benzoyl chloride), Cl (hydrochloric acid). Run in N1=CC=CC=C1 (pyridine). Product: C(C1=CC=CC=C1)(=O)OC1=CC=C(C=C1)C (p-tolyl benzoate). The yield is 91.9%. Reaction SMILES: [CH:1]1[C:6]([OH:7])=[CH:5][CH:4]=[C:3]([CH3:8])[CH:2]=1.[C:9](Cl)(=[O:16])[C:10]1[CH:15]=[CH:14][CH:13]=[CH:12][CH:11]=1.Cl>N1C=CC=CC=1>[C:9]([O:7][C:6]1[CH:5]=[CH:4][C:3]([CH3:8])=[CH:2][CH:1]=1)(=[O:16])[C:10]1[CH:15]=[CH:14][CH:13]=[CH:12][CH:11]=1. Reported procedure: A mixture of 65.0 g (0.60 mol) of p-cresol, 92.7 g (0.66 mol) of benzoyl chloride and 6 mL of anhydrous pyridine was refluxed for 1.5 hr and then added to 600 mL of 2% hydrochloric acid. The product was extracted with 2×100 mL of diethyl ether, the combined extract was washed by 2% NaOH, then dried over Na2SO4, and evaporated to dryness. Drying of the residue in vacuum gave 117 g (92%) of p-tolyl benzoate (bp 127-135° C./25 mm Hg). A mixture of 117 g (0.552 mol) of p-tolyl benzoate and 92.0 (0.6... Yields the product CCOC(=O)C1=C(C)N(c2cccc(C(F)(F)F)c2)C(=O)N(Cc2cccc(Br)c2)C1c1ccc(C#N)cc1. Reactants: BrCc1cccc(Br)c1, CCOC(=O)C1=C(C)N(c2cccc(C(F)(F)F)c2)C(=O)NC1c1ccc(C#N)cc1, CCCCC, [H-], [Na+], C1CCOC1. As a reaction SMILES: [Br:34][c:35]1[cH:36][c:37]([CH2:41][Br:42])[cH:38][cH:39][cH:40]1.[C:3](#[N:4])[c:5]1[cH:6][cH:7][c:8]([CH:11]2[NH:12][C:13](=[O:33])[N:14]([c:23]3[cH:24][c:25]([C:29]([F:30])([F:31])[F:32])[cH:26][cH:27][cH:28]3)[C:15]([CH3:22])=[C:16]2[C:17](=[O:18])[O:19][CH2:20][CH3:21])[cH:9][cH:10]1.[CH3:43][CH2:44][CH2:45][CH2:46][CH3:47].[H-:1].[Na+:2].[O:48]1[CH2:49][CH2:50][CH2:51][CH2:52]1>>[C:3](#[N:4])[c:5]1[cH:6][cH:7][c:8]([CH:11]2[N:12]([CH2:41][c:37]3[cH:36][c:35]([Br:34])[cH:40][cH:39][cH:38]3)[C:13](=[O:33])[N:14]([c:23]3[cH:24][c:25]([C:29]([F:30])([F:31])[F:32])[cH:26][cH:27][cH:28]3)[C:15]([CH3:22])=[C:16]2[C:17](=[O:18])[O:19][CH2:20][CH3:21])[cH:9][cH:10]1. Reactants: COC1=CC=C(C=C1C(=O)O)C(=O)N (6-methoxyisophthalamic acid), COC=1C=CC(=C(N)C1)C (5-methoxy-2-methylaniline). Yields the product COC1=C(C=C(C(=O)N)C=C1)C(=O)NC1=C(C=CC(=C1)OC)C (4-methoxy-3-N-(5-methoxy-2-methylphenyl)isophthalamide). RXN SMILES: [CH3:1][O:2][C:3]1[C:8]([C:9]([OH:11])=O)=[CH:7][C:6]([C:12]([NH2:14])=[O:13])=[CH:5][CH:4]=1.[CH3:15][O:16][C:17]1[CH:18]=[CH:19][C:20]([CH3:24])=[C:21]([CH:23]=1)[NH2:22]>>[CH3:1][O:2][C:3]1[CH:4]=[CH:5][C:6]([C:12]([NH2:14])=[O:13])=[CH:7][C:8]=1[C:9]([NH:22][C:21]1[CH:23]=[C:17]([O:16][CH3:15])[CH:18]=[CH:19][C:20]=1[CH3:24])=[O:11]. Reported procedure: The captioned compound was synthesized from 6-methoxyisophthalamic acid and 5-methoxy-2-methylaniline by the same procedure as in the manufacturing method described in step C of Example 1-3-1.